Dataset: the Open Reaction Database (ORD), a public repository of structured organic reaction records. Task: describe an organic reaction: reactants, conditions, products, and yield Starting materials: CC(C)CCN(Cc1ccc(C(=O)OC(C)(C)C)cc1[N+](=O)[O-])C(=O)OC(C)(C)C, CCO. Yields the product CC(C)CCN(Cc1ccc(C(=O)OC(C)(C)C)cc1N)C(=O)OC(C)(C)C. RXN SMILES: [C:1]([CH3:2])([CH3:3])([CH3:4])[O:5][C:6](=[O:7])[N:8]([CH2:9][CH2:10][CH:11]([CH3:12])[CH3:13])[CH2:14][c:15]1[c:16]([N+:28]([O-:29])=[O:30])[cH:17][c:18]([C:19](=[O:20])[O:21][C:22]([CH3:23])([CH3:24])[CH3:25])[cH:26][cH:27]1.[CH3:31][CH2:32][OH:33]>>[C:1]([CH3:2])([CH3:3])([CH3:4])[O:5][C:6](=[O:7])[N:8]([CH2:9][CH2:10][CH:11]([CH3:12])[CH3:13])[CH2:14][c:15]1[c:16]([NH2:28])[cH:17][c:18]([C:19](=[O:20])[O:21][C:22]([CH3:23])([CH3:24])[CH3:25])[cH:26][cH:27]1.